Dataset: the Open Reaction Database (ORD), a public repository of structured organic reaction records. Task: describe an organic reaction: reactants, conditions, products, and yield Reactants: CO, CN(C)C=O, Nc1nc(C(=O)C(=O)O)cs1, CC(C)(ON)C(=O)OC(c1ccccc1)c1ccccc1. The product is CC(C)(ON=C(C(=O)O)c1csc(N)n1)C(=O)OC(c1ccccc1)c1ccccc1. As a reaction SMILES: [CH3:33][OH:34].[CH3:35][N:36]([CH3:37])[CH:38]=[O:39].[NH2:1][c:2]1[s:3][cH:4][c:5]([C:7]([C:8](=[O:9])[OH:10])=[O:11])[n:6]1.[c:12]1([CH:18]([O:19][C:20](=[O:21])[C:22]([CH3:23])([CH3:24])[O:25][NH2:26])[c:27]2[cH:28][cH:29][cH:30][cH:31][cH:32]2)[cH:13][cH:14][cH:15][cH:16][cH:17]1>>[NH2:1][c:2]1[s:3][cH:4][c:5]([C:7]([C:8](=[O:9])[OH:10])=[N:26][O:25][C:22]([C:20]([O:19][CH:18]([c:12]2[cH:13][cH:14][cH:15][cH:16][cH:17]2)[c:27]2[cH:28][cH:29][cH:30][cH:31][cH:32]2)=[O:21])([CH3:23])[CH3:24])[n:6]1. Procedure: To 15 g of BOC-piperazine (80.6 mmol) dissolved in acetone (50 ml) was added in alternating portions benzylchloroformate (11.5 ml, 80.6 mmol) and 1N NaOH (15 ml) keeping the pH at 8-8.5 and the temperature 0°-5° C. After 2 hours, starting material was still present (tlc) and an additional quantity of benzylchloroformate (5 ml) and 1N NaOH (5 ml) was added. The reaction mixture was aged at 5° C. overnight and at room temperature an additional 7 hours. Water was added and the mixture extracted wit... Run at time 2 hour. RXN SMILES: [C:1]([N:8]1[CH2:13][CH2:12][NH:11][CH2:10][CH2:9]1)([O:3][C:4]([CH3:7])([CH3:6])[CH3:5])=[O:2].[CH2:14]([O:21][C:22](Cl)=[O:23])[C:15]1[CH:20]=[CH:19][CH:18]=[CH:17][CH:16]=1.[OH-].[Na+].O>CC(C)=O>[C:4]([O:3][C:1]([N:8]1[CH2:9][CH2:10][N:11]([C:22]([O:21][CH2:14][C:15]2[CH:20]=[CH:19][CH:18]=[CH:17][CH:16]=2)=[O:23])[CH2:12][CH2:13]1)=[O:2])([CH3:7])([CH3:6])[CH3:5] |f:2.3|. The reactants are C(C1=CC=CC=C1)OC(=O)Cl (benzylchloroformate), [OH-].[Na+] (NaOH), C(C1=CC=CC=C1)OC(=O)Cl (benzylchloroformate), C(=O)(OC(C)(C)C)N1CCNCC1 (BOC-piperazine), [OH-].[Na+] (NaOH), O (Water). The yield is 32.1%. The solvent is CC(=O)C (acetone). The product is C(C)(C)(C)OC(=O)N1CCN(CC1)C(=O)OCC1=CC=CC=C1 (N-t-butoxycarbonyl-N'-benzyloxycarbonylpiperazine). Yield: 95.3%. Reported procedure: To a solution of ethyl 5-(4-hydroxy-5-phenylphthalazin-1-yl)nicotinate (3.50 g, 9.42 mmol) in toluene (35 mL) was added POCl3 (26.4 mL, 283 mmol) followed by N,N-dimethylbenzenamine (1.5 mL, 9.42 mmol). The resulting mixture was heated in a sealed tube at 100° C. for 12 h. The reaction mixture was allowed to cool to room temperature and concentrated under reduced pressure. The residue was dissolved in EtOAc (200 mL) and washed with saturated NaHCO3 (2×50 mL) solution. The combined organic extrac... Run in C1(=CC=CC=C1)C (toluene). As a reaction SMILES: O[C:2]1[C:11]2[C:6](=[CH:7][CH:8]=[CH:9][C:10]=2[C:12]2[CH:17]=[CH:16][CH:15]=[CH:14][CH:13]=2)[C:5]([C:18]2[CH:19]=[N:20][CH:21]=[C:22]([CH:28]=2)[C:23]([O:25][CH2:26][CH3:27])=[O:24])=[N:4][N:3]=1.O=P(Cl)(Cl)[Cl:31].CN(C)C1C=CC=CC=1>C1(C)C=CC=CC=1>[Cl:31][C:2]1[C:11]2[C:6](=[CH:7][CH:8]=[CH:9][C:10]=2[C:12]2[CH:17]=[CH:16][CH:15]=[CH:14][CH:13]=2)[C:5]([C:18]2[CH:19]=[N:20][CH:21]=[C:22]([CH:28]=2)[C:23]([O:25][CH2:26][CH3:27])=[O:24])=[N:4][N:3]=1. Starting materials: OC1=NN=C(C2=CC=CC(=C12)C1=CC=CC=C1)C=1C=NC=C(C(=O)OCC)C1 (ethyl 5-(4-hydroxy-5-phenylphthalazin-1-yl)nicotinate), O=P(Cl)(Cl)Cl (POCl3), CN(C1=CC=CC=C1)C (N,N-dimethylbenzenamine). Reaction conditions: temperature 100 celsius. Yields the product ClC1=NN=C(C2=CC=CC(=C12)C1=CC=CC=C1)C=1C=NC=C(C(=O)OCC)C1 (ethyl 5-(4-chloro-5-phenylphthalazin-1-yl)nicotinate).